From a dataset of the Open Reaction Database (ORD), a public repository of structured organic reaction records. describe an organic reaction: reactants, conditions, products, and yield Reactants: CCOc1ccc(-n2c(C(CNC(=O)OC(C)(C)C)NC(=O)OCc3ccccc3)nc3ccccc3c2=O)cc1, C1=CCCC=C1, CCO. The product is CCOc1ccc(-n2c(C(N)CNC(=O)OC(C)(C)C)nc3ccccc3c2=O)cc1. Reaction SMILES: [CH2:1]([O:2][C:3](=[O:4])[NH:10][CH:11]([CH2:12][NH:13][C:14](=[O:15])[O:16][C:17]([CH3:18])([CH3:19])[CH3:20])[c:21]1[n:22][c:23]2[cH:24][cH:25][cH:26][cH:27][c:28]2[c:29](=[O:40])[n:30]1-[c:31]1[cH:32][cH:33][c:34]([O:37][CH2:38][CH3:39])[cH:35][cH:36]1)[c:5]1[cH:6][cH:7][cH:8][cH:9][cH:41]1.[CH2:42]1[CH:43]=[CH:44][CH:45]=[CH:46][CH2:47]1.[CH3:48][CH2:49][OH:50]>>[NH2:10][CH:11]([CH2:12][NH:13][C:14](=[O:15])[O:16][C:17]([CH3:18])([CH3:19])[CH3:20])[c:21]1[n:22][c:23]2[cH:24][cH:25][cH:26][cH:27][c:28]2[c:29](=[O:40])[n:30]1-[c:31]1[cH:32][cH:33][c:34]([O:37][CH2:38][CH3:39])[cH:35][cH:36]1. The reactants are CC(=O)NN, COc1cc(C(=O)O)cc([N+](=O)[O-])c1OC, C1CCOC1. Yields the product COc1cc(C(=O)NNC(C)=O)cc([N+](=O)[O-])c1OC. As a reaction SMILES: [C:17]([CH3:18])(=[O:19])[NH:20][NH2:21].[CH3:1][O:2][c:3]1[cH:4][c:5]([C:6](=[O:7])[OH:8])[cH:9][c:10]([N+:14](=[O:15])[O-:16])[c:11]1[O:12][CH3:13].[O:22]1[CH2:23][CH2:24][CH2:25][CH2:26]1>>[CH3:1][O:2][c:3]1[cH:4][c:5]([C:6](=[O:8])[NH:21][NH:20][C:17]([CH3:18])=[O:19])[cH:9][c:10]([N+:14](=[O:15])[O-:16])[c:11]1[O:12][CH3:13]. The reactants are COC1=CC=C(CO[C@@H](CC(=O)O)CCCCCCCCCCC)C=C1 ((R)-3-(4-METHOXYBENZYLOXY)TETRADECANOIC ACID), CN(C=O)C (dimethylformamide), C(C(=O)Cl)(=O)Cl (Oxalyl chloride). Run in C(Cl)Cl (DCM), C(Cl)Cl (DCM). Run at temperature -10 celsius. Product: COC1=CC=C(CO[C@@H](CC(=O)Cl)CCCCCCCCCCC)C=C1 ((R)-3-(4-METHOXYBENZYLOXY)TETRADECANOYL CHLORIDE). Reaction SMILES: [CH3:1][O:2][C:3]1[CH:26]=[CH:25][C:6]([CH2:7][O:8][C@H:9]([CH2:14][CH2:15][CH2:16][CH2:17][CH2:18][CH2:19][CH2:20][CH2:21][CH2:22][CH2:23][CH3:24])[CH2:10][C:11](O)=[O:12])=[CH:5][CH:4]=1.CN(C)C=O.C(Cl)(=O)C([Cl:35])=O>C(Cl)Cl>[CH3:1][O:2][C:3]1[CH:26]=[CH:25][C:6]([CH2:7][O:8][C@H:9]([CH2:14][CH2:15][CH2:16][CH2:17][CH2:18][CH2:19][CH2:20][CH2:21][CH2:22][CH2:23][CH3:24])[CH2:10][C:11]([Cl:35])=[O:12])=[CH:5][CH:4]=1. Reported procedure: To a solution of acid 34 (500 mg, 1.37 mmol) in DCM (5 mL) was added dimethylformamide (DMF) (100 mg, 1.37 mmol), and the resulting mixture was cooled to −10° C. Oxalyl chloride (174 mg, 1.37 mmol) in DCM (5 mL) was added dropwise. The solution was allowed to warm to room temperature over 1 h. After TLC analysis showed no acid present, the mixture was concentrated in vacuo and used without further purification. Reactants: CO, CN, Clc1ccnc(Cl)n1. The product is CNc1ccnc(Cl)n1. Reaction SMILES: [CH3:11][OH:12].[CH3:9][NH2:10].[Cl:1][c:2]1[n:3][c:4]([Cl:8])[cH:5][cH:6][n:7]1>>[Cl:1][c:2]1[n:3][c:4]([NH:10][CH3:9])[cH:5][cH:6][n:7]1. The product is COc1cnn(-c2ccc(C)cc2)n1. Reaction SMILES: [CH2:31]([Cl:32])[Cl:33].[CH3:16][O:17][S:18]([O:19][CH3:20])(=[O:21])=[O:22].[Cl-:30].[Na+:15].[Na+:23].[Na+:24].[Na+:29].[O-:25][C:26](=[O:27])[O-:28].[OH-:14].[OH2:34].[c:1]1([CH3:13])[cH:2][cH:3][c:4](-[n:7]2[n:8][cH:9][c:10]([OH:12])[n:11]2)[cH:5][cH:6]1>>[c:1]1([CH3:13])[cH:2][cH:3][c:4](-[n:7]2[n:8][cH:9][c:10]([O:12][CH3:16])[n:11]2)[cH:5][cH:6]1. Starting materials: ClCCl, COS(=O)(=O)OC, [Cl-], [Na+], [Na+], [Na+], [Na+], O=C([O-])[O-], [OH-], O, Cc1ccc(-n2ncc(O)n2)cc1. Reactants: ClC1=CC=C(C=C1)N1N=C(C(C1=O)=CO)C1=C(C=CC=C1)[N+](=O)[O-] (1-(p-chlorophenyl)-4-hydroxymethylene-3-(o-nitrophenyl)-4,5-dihydropyrazol-5-one). The reagents and catalysts are [Pt] (platinum on charcoal). Solvent: O1CCCC1 (tetrahydrofuran). Conditions: time 0.5 hour. Product: ClC1=CC=C(C=C1)N1N=C2C(=CNC=3C=CC=CC23)C1=O (2-(p-chlorophenyl)-pyrazolo[4, 3-c]quinolin-3(5H)-one). As a reaction SMILES: [Cl:1][C:2]1[CH:7]=[CH:6][C:5]([N:8]2[C:12](=[O:13])[C:11](=[CH:14]O)[C:10]([C:16]3[CH:21]=[CH:20][CH:19]=[CH:18][C:17]=3[N+:22]([O-])=O)=[N:9]2)=[CH:4][CH:3]=1>O1CCCC1.[Pt]>[Cl:1][C:2]1[CH:7]=[CH:6][C:5]([N:8]2[C:12](=[O:13])[C:11]3=[CH:14][NH:22][C:17]4[CH:18]=[CH:19][CH:20]=[CH:21][C:16]=4[C:10]3=[N:9]2)=[CH:4][CH:3]=1. Procedure: The solution of 308 mg of 1-(p-chlorophenyl)-4-hydroxymethylene-3-(o-nitrophenyl)-4,5-dihydropyrazol-5-one in 80 ml of tetrahydrofuran is hydrogenated over 50 mg of 5% platinum on charcoal at room temperature and 3 atmospheres for 0.5 hour. The mixture is filtered, the filtrate evaporated and the residue taken up in 150 ml of toluene. To the solution, 0.1 ml of conc. hydrochloric acid is added, and the mixture refluxed at a water separator for 18 hours. It is cooled, the precipitate formed filte... Yields the product CON(C)C(=O)c1ccc2c(c1)OCCc1cc(C(=O)N(C)c3ccccc3Cl)sc1-2. RXN SMILES: [CH3:30][NH:31][O:32][CH3:33].[Cl:1][c:2]1[c:3]([N:8]([C:9](=[O:10])[c:11]2[cH:12][c:13]3[c:14]([s:28]2)-[c:15]2[c:16]([cH:20][c:21]([C:24](=[O:25])[O:26][CH3:27])[cH:22][cH:23]2)[O:17][CH2:18][CH2:19]3)[CH3:29])[cH:4][cH:5][cH:6][cH:7]1>>[Cl:1][c:2]1[c:3]([N:8]([C:9](=[O:10])[c:11]2[cH:12][c:13]3[c:14]([s:28]2)-[c:15]2[c:16]([cH:20][c:21]([C:24](=[O:25])[N:31]([CH3:30])[O:32][CH3:33])[cH:22][cH:23]2)[O:17][CH2:18][CH2:19]3)[CH3:29])[cH:4][cH:5][cH:6][cH:7]1. Starting materials: CNOC, COC(=O)c1ccc2c(c1)OCCc1cc(C(=O)N(C)c3ccccc3Cl)sc1-2.